Task: describe an organic reaction: reactants, conditions, products, and yield. Dataset: the Open Reaction Database (ORD), a public repository of structured organic reaction records Reactants: [Si](C)(C)(C(C)(C)C)OCCNC(OC(C)(C)C)=O (tert-butyl 2-(tert-butyldimethylsilyloxy)ethylcarbamate), C(C#C)Br (propargyl bromide), [H-].[Na+] (NaH). Solvent: CN(C)C=O (DMF). Conditions: temperature 0 celsius, time 1 hour. Yields the product [Si](C)(C)(C(C)(C)C)OCCN(C(OC(C)(C)C)=O)CC#C (tert-butyl 2-(tert-butyldimethylsilyloxy)ethyl(prop-2-ynyl)carbamate). Reaction SMILES: [Si:1]([O:8][CH2:9][CH2:10][NH:11][C:12](=[O:18])[O:13][C:14]([CH3:17])([CH3:16])[CH3:15])([C:4]([CH3:7])([CH3:6])[CH3:5])([CH3:3])[CH3:2].[CH2:19](Br)[C:20]#[CH:21].[H-].[Na+]>CN(C=O)C>[Si:1]([O:8][CH2:9][CH2:10][N:11]([CH2:21][C:20]#[CH:19])[C:12](=[O:18])[O:13][C:14]([CH3:17])([CH3:16])[CH3:15])([C:4]([CH3:7])([CH3:6])[CH3:5])([CH3:3])[CH3:2] |f:2.3|. Procedure: A solution of 800 mg of 10b and 800 μl of propargyl bromide in 8 ml of DMF was treated with 300 mg of NaH (60% dispersion in oil) at 0° C. The mixture was stirred at 0° C. for 1 hr and then for 1 hr at RT (the reaction mixture turned gradually deep brown). Then the mixture was poured onto ice water and the product was extracted with ethyl acetate. The combined organic layers were washed with water, dried and concentrated. The crude material was chromatographed over silica gel, using a gradient o... Reactants: ClC1=CC=C(C=C1)C=1C=CC(=NC1)C#C (5-(4-chlorophenyl)-2-ethynylpyridine), IC1=CC=C(C=C1)CCO (2-(4-iodophenyl)ethanol). Product: ClC1=CC=C(C=C1)C=1C=CC(=NC1)C#CC1=CC=C(C=C1)CCO (2-{4-[5-(4-chlorophenyl)pyridin-2-ylethynyl]phenyl}ethanol). RXN SMILES: [Cl:1][C:2]1[CH:7]=[CH:6][C:5]([C:8]2[CH:9]=[CH:10][C:11]([C:14]#[CH:15])=[N:12][CH:13]=2)=[CH:4][CH:3]=1.I[C:17]1[CH:22]=[CH:21][C:20]([CH2:23][CH2:24][OH:25])=[CH:19][CH:18]=1>>[Cl:1][C:2]1[CH:3]=[CH:4][C:5]([C:8]2[CH:9]=[CH:10][C:11]([C:14]#[C:15][C:17]3[CH:22]=[CH:21][C:20]([CH2:23][CH2:24][OH:25])=[CH:19][CH:18]=3)=[N:12][CH:13]=2)=[CH:6][CH:7]=1. Procedure details: The product was prepared analogously to Example 48.1c from 1.74 g (8.06 mmol) of 5-(4-chlorophenyl)-2-ethynylpyridine and 2.00 g (8.06 mmol) of 2-(4-iodophenyl)ethanol (24 at RT, triethylamine as base and acetonitrile as solvent). Yield: 1.80 g (67% of theoretical); C21H16ClNO (M=333.811); calc.: molpeak (M+H)+:334/336 (Cl); found: molpeak (M+H)+:334/336 (Cl). Reactants: CO, [H][H], N#Cc1ccc2ccnc(N)c2c1, N. Product: NCc1ccc2ccnc(N)c2c1. As a reaction SMILES: [CH3:17][OH:18].[H:15][H:16].[NH2:2][c:3]1[n:4][cH:5][cH:6][c:7]2[cH:8][cH:9][c:10]([C:13]#[N:14])[cH:11][c:12]12.[NH3:1]>>[NH2:2][c:3]1[n:4][cH:5][cH:6][c:7]2[cH:8][cH:9][c:10]([CH2:13][NH2:14])[cH:11][c:12]12. Reactants: O=C(Nc1c[nH]c2ncc(Br)c(F)c12)c1ccccn1, CCCCO, CCOC(C)=O, CC(C)(C)OC(=O)NC1CCCNC1. Yields the product CC(C)(C)OC(=O)NC1CCCN(c2c(Br)cnc3[nH]cc(NC(=O)c4ccccn4)c23)C1. Reaction SMILES: [Br:1][c:2]1[c:3]([F:20])[c:4]2[c:5]([n:6][cH:7]1)[nH:8][cH:9][c:10]2[NH:11][C:12]([c:13]1[n:14][cH:15][cH:16][cH:17][cH:18]1)=[O:19].[CH2:35]([OH:36])[CH2:37][CH2:38][CH3:39].[CH3:40][CH2:41][O:42][C:43](=[O:44])[CH3:45].[NH:21]1[CH2:22][CH:23]([NH:27][C:28]([O:29][C:30]([CH3:31])([CH3:32])[CH3:33])=[O:34])[CH2:24][CH2:25][CH2:26]1>>[Br:1][c:2]1[c:3]([N:21]2[CH2:22][CH:23]([NH:27][C:28]([O:29][C:30]([CH3:31])([CH3:32])[CH3:33])=[O:34])[CH2:24][CH2:25][CH2:26]2)[c:4]2[c:5]([n:6][cH:7]1)[nH:8][cH:9][c:10]2[NH:11][C:12]([c:13]1[n:14][cH:15][cH:16][cH:17][cH:18]1)=[O:19]. Starting materials: CC(=O)OC(C)=O, Cl, CC(CC(N)C(=O)O)C(F)(F)F, [Na+], [OH-], O. Reaction SMILES: [CH3:16][C:17](=[O:18])[O:19][C:20](=[O:21])[CH3:22].[ClH:1].[F:2][C:3]([CH:4]([CH2:5][CH:6]([NH2:7])[C:8](=[O:9])[OH:10])[CH3:11])([F:12])[F:13].[Na+:15].[OH-:14].[OH2:23]>>[F:2][C:3]([CH:4]([CH2:5][CH:6]([NH:7][C:17]([CH3:16])=[O:18])[C:8](=[O:9])[OH:10])[CH3:11])([F:12])[F:13]. Yields the product CC(=O)NC(CC(C)C(F)(F)F)C(=O)O. Starting materials: COCCN(C)CC1=CC=C(C(=O)NC=2SC3=C(N2)C(=CC=C3C=3N=C(SC3)NC(C3=CC=CC=C3)(C3=CC=CC=C3)C3=CC=CC=C3)OC)C=C1 (4-{[(2-methoxy-ethyl)-methyl-amino]-methyl}-N-{4-methoxy-7-[2-(trityl-amino)-thiazol-4-yl]-benzothiazol-2-yl}-benzamide), Cl (HCl). Solvent: CO (MeOH). Product: NC=1SC=C(N1)C1=CC=C(C=2N=C(SC21)NC(C2=CC=C(C=C2)CN(C)CCOC)=O)OC (N-[7-(2-Amino-thiazol-4-yl)-4-methoxy-benzothiazol-2-yl]-4-{[(2-methoxy-ethyl)-methyl-amino]-methyl}-benzamide), solid. The yield is 53.0%. RXN SMILES: [CH3:1][O:2][CH2:3][CH2:4][N:5]([CH2:7][C:8]1[CH:52]=[CH:51][C:11]([C:12]([NH:14][C:15]2[S:16][C:17]3[C:23]([C:24]4[N:25]=[C:26]([NH:29]C(C5C=CC=CC=5)(C5C=CC=CC=5)C5C=CC=CC=5)[S:27][CH:28]=4)=[CH:22][CH:21]=[C:20]([O:49][CH3:50])[C:18]=3[N:19]=2)=[O:13])=[CH:10][CH:9]=1)[CH3:6].Cl>CO>[NH2:29][C:26]1[S:27][CH:28]=[C:24]([C:23]2[C:17]3[S:16][C:15]([NH:14][C:12](=[O:13])[C:11]4[CH:10]=[CH:9][C:8]([CH2:7][N:5]([CH2:4][CH2:3][O:2][CH3:1])[CH3:6])=[CH:52][CH:51]=4)=[N:19][C:18]=3[C:20]([O:49][CH3:50])=[CH:21][CH:22]=2)[N:25]=1. Procedure details: g of 4-{[(2-methoxy-ethyl)-methyl-amino]-methyl}-N-{4-methoxy-7-[2-(trityl-amino)-thiazol-4-yl]-benzothiazol-2-yl}-benzamide (0.00014 Mol) were treated with cc HCl (0.03 ml) in MeOH (1 ml) for 1 h at reflux. After evaporation of the solvent the residue was taken up in water (10 ml), treated with sat. NaHCO3 (10 ml) and extracted 4× with ethyl acetate. The combined organic phases were dried over Na2SO4, filtered and concentrated. The residue was subjected to column chromatography (silicagel, ethy...